Dataset: the Open Reaction Database (ORD), a public repository of structured organic reaction records. Task: describe an organic reaction: reactants, conditions, products, and yield The reactants are CN(C)C(=O)Sc1ccc(Cc2ccccc2)cc1[N+](=O)[O-], CC(C)=O, [Cl-], [NH4+], O, [Zn]. Product: CN(C)C(=O)Sc1ccc(Cc2ccccc2)cc1N. Reaction SMILES: [CH3:1][N:2]([C:3]([S:4][c:5]1[c:6]([N+:18]([O-:19])=[O:20])[cH:7][c:8]([CH2:11][c:12]2[cH:13][cH:14][cH:15][cH:16][cH:17]2)[cH:9][cH:10]1)=[O:21])[CH3:22].[CH3:27][C:28]([CH3:29])=[O:30].[Cl-:23].[NH4+:24].[OH2:26].[Zn:25]>>[CH3:1][N:2]([C:3]([S:4][c:5]1[c:6]([NH2:18])[cH:7][c:8]([CH2:11][c:12]2[cH:13][cH:14][cH:15][cH:16][cH:17]2)[cH:9][cH:10]1)=[O:21])[CH3:22]. As a reaction SMILES: [Cl:10][c:11]1[n:12][c:13]([CH3:18])[cH:14][c:15]([CH3:17])[n:16]1.[H-:20].[NH2:1][c:2]1[n:3][cH:4][c:5]([CH3:9])[cH:6][c:7]1[Br:8].[Na+:19].[O:21]=[CH:22][N:23]([CH3:24])[CH3:25]>>[NH:1]([c:2]1[n:3][cH:4][c:5]([CH3:9])[cH:6][c:7]1[Br:8])[c:11]1[n:12][c:13]([CH3:18])[cH:14][c:15]([CH3:17])[n:16]1. The reactants are Cc1cc(C)nc(Cl)n1, [H-], Cc1cnc(N)c(Br)c1, [Na+], CN(C)C=O. Yields the product Cc1cnc(Nc2nc(C)cc(C)n2)c(Br)c1. The reactants are CC1=C(C(=CC(=C1)C)C)C=CC(C)=O (1-(2,4,6-trimethylphenyl)but-1-en-3-one), [OH-].[Na+] (sodium hydroxide), C(CC(=O)OCC)(=O)OCC (Diethyl malonate), [Na] (sodium). Solvent: C(C)O (ethanol), O (water), C(C)O (ethanol). Product: OC1=CC(CC(C1)C1=C(C=C(C=C1C)C)C)=O (3-hydroxy-5-mesitylcyclohex-2-en-1-one). As a reaction SMILES: C(OCC)(=O)[CH2:2][C:3](OCC)=[O:4].[Na].[CH3:13][C:14]1[CH:19]=[C:18]([CH3:20])[CH:17]=[C:16]([CH3:21])[C:15]=1[CH:22]=[CH:23][C:24](=[O:26])[CH3:25].[OH-].[Na+]>C(O)C.O>[OH:26][C:24]1[CH2:23][CH:22]([C:15]2[C:16]([CH3:21])=[CH:17][C:18]([CH3:20])=[CH:19][C:14]=2[CH3:13])[CH2:2][C:3](=[O:4])[CH:25]=1 |f:3.4,^1:11|. Procedure: Diethyl malonate (10.1 g; 60 mmole) was added to a solution of sodium metal (1.4 g; 60 mmole) in anhydrous absolute ethanol (50 ml) and the mixture was heated to reflux temperature. A mixture of 1-(2,4,6-trimethylphenyl)but-1-en-3-one (11.4 g; 61 mmole) in anhydrous absolute ethanol (50 ml) was added over a period of 2 minutes and the mixture was heated under reflux for a period of 2 hours. An aqueous solution of sodium hydroxide (7.3 g; 180 mmole in 100 ml of water) was added and the mixture wa... Reaction SMILES: [C:21](=[O:22])([O-:23])[O-:24].[CH3:1][N:2]1[CH2:3][CH2:4][CH:5]([c:8]2[n:9][o:10][c:11]3[c:12]2[cH:13][c:14]([CH3:17])[cH:15][cH:16]3)[CH2:6][CH2:7]1.[CH:27]([Cl:28])([Cl:29])[Cl:30].[K+:25].[K+:26].[N:18]#[C:19][Br:20]>>[C:1]([N:2]1[CH2:3][CH2:4][CH:5]([c:8]2[n:9][o:10][c:11]3[c:12]2[cH:13][c:14]([CH3:17])[cH:15][cH:16]3)[CH2:6][CH2:7]1)#[N:18]. The reactants are O=C([O-])[O-], Cc1ccc2onc(C3CCN(C)CC3)c2c1, ClC(Cl)Cl, [K+], [K+], N#CBr. Product: Cc1ccc2onc(C3CCN(C#N)CC3)c2c1. Starting materials: O1COC2=C1C=CC(=C2)CN2C(C1=CC=C(C=C1C(=C2C(=O)O)C2=CC=CC=C2)Br)=O (2-(benzo[1,3]dioxol-5-ylmethyl)-6-bromo-1-oxo-4-phenyl-1,2-dihydroisoquinoline-3-carboxylic acid), C(C1=CC=CC=C1)O (benzyl alcohol), crystals. Product: C(C1=CC=CC=C1)OC(=O)C=1N(C(C2=CC=C(C=C2C1C1=CC=CC=C1)Br)=O)CC1=CC2=C(OCO2)C=C1 (2-(benzo[1,3]dioxol-5-ylmethyl)-6-bromo-1-oxo-4-phenyl-1,2-dihydroisoquinoline-3-carboxylic acid benzyl ester). Reaction SMILES: [O:1]1[C:5]2[CH:6]=[CH:7][C:8]([CH2:10][N:11]3[C:20]([C:21]([OH:23])=[O:22])=[C:19]([C:24]4[CH:29]=[CH:28][CH:27]=[CH:26][CH:25]=4)[C:18]4[C:13](=[CH:14][CH:15]=[C:16]([Br:30])[CH:17]=4)[C:12]3=[O:31])=[CH:9][C:4]=2[O:3][CH2:2]1.[CH2:32](O)[C:33]1[CH:38]=[CH:37][CH:36]=[CH:35][CH:34]=1>>[CH2:32]([O:22][C:21]([C:20]1[N:11]([CH2:10][C:8]2[CH:7]=[CH:6][C:5]3[O:1][CH2:2][O:3][C:4]=3[CH:9]=2)[C:12](=[O:31])[C:13]2[C:18]([C:19]=1[C:24]1[CH:29]=[CH:28][CH:27]=[CH:26][CH:25]=1)=[CH:17][C:16]([Br:30])=[CH:15][CH:14]=2)=[O:23])[C:33]1[CH:38]=[CH:37][CH:36]=[CH:35][CH:34]=1. Procedure: The present compound was synthesized by a method similar to that in Example 200 and using 2-(benzo[1,3]dioxol-5-ylmethyl)-6-bromo-1-oxo-4-phenyl-1,2-dihydroisoquinoline-3-carboxylic acid (300 mg) and benzyl alcohol. Colorless crystals (278 mg).